From a dataset of the Open Reaction Database (ORD), a public repository of structured organic reaction records. describe an organic reaction: reactants, conditions, products, and yield Reactants: CO, O=C(O)Cc1csc(NC(=O)C(CC2CCCC2)c2ccc(Cl)c(Cl)c2)n1, O=S(=O)(O)O. Product: COC(=O)Cc1csc(NC(=O)C(CC2CCCC2)c2ccc(Cl)c(Cl)c2)n1. As a reaction SMILES: [CH3:33][OH:34].[CH:1]1([CH2:6][CH:7]([C:8](=[O:9])[NH:10][c:11]2[s:12][cH:13][c:14]([CH2:16][C:17](=[O:18])[OH:19])[n:15]2)[c:20]2[cH:21][c:22]([Cl:27])[c:23]([Cl:26])[cH:24][cH:25]2)[CH2:2][CH2:3][CH2:4][CH2:5]1.[S:28](=[O:29])(=[O:30])([OH:31])[OH:32]>>[CH:1]1([CH2:6][CH:7]([C:8](=[O:9])[NH:10][c:11]2[s:12][cH:13][c:14]([CH2:16][C:17]([O:18][CH3:33])=[O:19])[n:15]2)[c:20]2[cH:21][c:22]([Cl:27])[c:23]([Cl:26])[cH:24][cH:25]2)[CH2:2][CH2:3][CH2:4][CH2:5]1. Reactants: ClC1=CC(=C(C=C1)C1=NC=CC2=CC(=CC=C12)S(=O)(=O)OC1=C(C(=C(C(=C1F)F)F)F)F)C (perfluorophenyl 1-(4-chloro-2-methylphenyl)isoquinoline-6-sulfonate), N1=CN=C(C=C1)N (pyrimidin-4-amine), C[Si](C)(C)[N-][Si](C)(C)C.[Li+] (lithium bis(trimethylsilyl)amide). The solvent is C1CCOC1 (THF). Reaction conditions: time 15 minute. Yields the product ClC1=CC(=C(C=C1)C1=NC=CC2=CC(=CC=C12)S(=O)(=O)NC1=NC=NC=C1)C (1-(4-chloro-2-methylphenyl)-N-(pyrimidin-4-yl)isoquinoline-6-sulfonamide). Isolated yield 45.2%. As a reaction SMILES: [Cl:1][C:2]1[CH:7]=[CH:6][C:5]([C:8]2[C:17]3[C:12](=[CH:13][C:14]([S:18]([O:21]C4C(F)=C(F)C(F)=C(F)C=4F)(=O)=[O:19])=[CH:15][CH:16]=3)[CH:11]=[CH:10][N:9]=2)=[C:4]([CH3:33])[CH:3]=1.[N:34]1[CH:39]=[CH:38][C:37]([NH2:40])=[N:36][CH:35]=1.C[Si]([N-][Si](C)(C)C)(C)C.[Li+]>C1COCC1>[Cl:1][C:2]1[CH:7]=[CH:6][C:5]([C:8]2[C:17]3[C:16](=[CH:15][C:14]([S:18]([NH:40][C:37]4[CH:38]=[CH:39][N:34]=[CH:35][N:36]=4)(=[O:19])=[O:21])=[CH:13][CH:12]=3)[CH:11]=[CH:10][N:9]=2)=[C:4]([CH3:33])[CH:3]=1 |f:2.3|. Procedure details: A round-bottom flask was charged with perfluorophenyl 1-(4-chloro-2-methylphenyl)isoquinoline-6-sulfonate (INTERMEDIATE DDDDD, 189 mg, 0.378 mmol), pyrimidin-4-amine (39.6 mg, 0.416 mmol), and THF (1891 μl) to give a clear, lightly-colored solution. The flask was cooled in an ice-bath for 5 min, then lithium bis(trimethylsilyl)amide (1M in THF) (794 μl, 0.794 mmol) was added drop wise over 30 s to give a yellow suspension. After 15 min, the mixture was quenched by the addition of TFA (0.3 mL), a... Reactants: FC(C(=O)O)(F)F (trifluoroacetic acid), C(C=C)C1C(C(N1C(=P(C1=CC=CC=C1)(C1=CC=CC=C1)C1=CC=CC=C1)C(=O)OCC1=CC=CC=C1)=O)C(C)(C)O (4-allyl-1-(1-benzyloxycarbonyl-1-triphenylphosphoranylidenemethyl)-3-(2-hydroxy-2-propyl)azetidin-2-one), O=[O+][O-] (Ozone). Run in C(C)(=O)OCC (ethyl acetate). Run at temperature -78 celsius. Product: OC(C)(C)C1C2CC=C(N2C1=O)C(=O)OCC1=CC=CC=C1 (Benzyl 6-(2-hydroxy-2-propyl)-7-oxo-1-azabicyclo[3,2,0]hept-2-ene-2-carboxylate). As a reaction SMILES: [CH2:1]([CH:4]1[N:7]([C:8]([C:28]([O:30][CH2:31][C:32]2[CH:37]=[CH:36][CH:35]=[CH:34][CH:33]=2)=[O:29])=P(C2C=CC=CC=2)(C2C=CC=CC=2)C2C=CC=CC=2)[C:6](=[O:38])[CH:5]1[C:39]([OH:42])([CH3:41])[CH3:40])[CH:2]=C.FC(F)(F)C(O)=O.O=[O+][O-]>C(OCC)(=O)C>[OH:42][C:39]([CH:5]1[C:6](=[O:38])[N:7]2[CH:4]1[CH2:1][CH:2]=[C:8]2[C:28]([O:30][CH2:31][C:32]1[CH:37]=[CH:36][CH:35]=[CH:34][CH:33]=1)=[O:29])([CH3:41])[CH3:40]. Procedure details: The cis-isomer of 4-allyl-1-(1-benzyloxycarbonyl-1-triphenylphosphoranylidenemethyl)-3-(2-hydroxy-2-propyl)azetidin-2-one (10 ) (0.188 g) was dissolved in ethyl acetate (14 ml). An excess of trifluoroacetic acid (0.37 g) was added and the mixture cooled to -78° C. Ozone was passed into the reaction mixture until it was pale blue in colour. Argon was then bubbled through the solution until all the excess ozone had been removed. A solution of triphenylphosphine (0.085 g) in ethyl acetate was added... The reactants are [Cl-].[NH4+] (ammonium chloride), [Cl-].C1=C(C=CC2=CC=CC=C12)C[P+](C1=CC=CC=C1)(C1=CC=CC=C1)C1=CC=CC=C1 ((2-Naphthylmethyl)(triphenyl)phosphonium chloride), CC1=CC(=NN1CC(=O)N1CCC(CC1)C=1SC=C(N1)C=O)C(F)(F)F (2-(1-{[5-methyl-3-(trifluoromethyl)-1H-pyrazol-1-yl]acetyl}piperidin-4-yl)-1,3-thiazole-4-carbaldehyde), CC(C)([O-])C.[K+] (potassium tert.-butoxide). Run in O1CCCC1 (tetrahydrofuran). Run at temperature 0 celsius, time 10 minute. Product: CC1=CC(=NN1CC(=O)N1CCC(CC1)C=1SC=C(N1)\C=C/C1=CC2=CC=CC=C2C=C1)C(F)(F)F (2-[5-Methyl-3-(trifluoromethyl)-1H-pyrazol-1-yl]-1-(4-{4-[(Z)-2-(2-naphthyl)vinyl]-1,3-thiazol-2-yl}piperidin-1-yl)ethanone). Reaction SMILES: [Cl-].[CH:2]1[C:11]2[C:6](=[CH:7][CH:8]=[CH:9][CH:10]=2)[CH:5]=[CH:4][C:3]=1[CH2:12][P+](C1C=CC=CC=1)(C1C=CC=CC=1)C1C=CC=CC=1.CC(C)([O-])C.[K+].[CH3:38][C:39]1[N:43]([CH2:44][C:45]([N:47]2[CH2:52][CH2:51][CH:50]([C:53]3[S:54][CH:55]=[C:56]([CH:58]=O)[N:57]=3)[CH2:49][CH2:48]2)=[O:46])[N:42]=[C:41]([C:60]([F:63])([F:62])[F:61])[CH:40]=1.[Cl-].[NH4+]>O1CCCC1>[CH3:38][C:39]1[N:43]([CH2:44][C:45]([N:47]2[CH2:52][CH2:51][CH:50]([C:53]3[S:54][CH:55]=[C:56](/[CH:58]=[CH:12]\[C:3]4[CH:4]=[CH:5][C:6]5[C:11](=[CH:10][CH:9]=[CH:8][CH:7]=5)[CH:2]=4)[N:57]=3)[CH2:49][CH2:48]2)=[O:46])[N:42]=[C:41]([C:60]([F:63])([F:62])[F:61])[CH:40]=1 |f:0.1,2.3,5.6|. Procedure details: (2-Naphthylmethyl)(triphenyl)phosphonium chloride (454 mg) is dissolved in 5 ml of tetrahydrofuran and cooled to 0° C. under argon, and potassium tert.-butoxide (125 mg) is added, whereupon the colour of the solution turns to dark red. After 10 min of stirring, 2-(1-{[5-methyl-3-(trifluoromethyl)-1H-pyrazol-1-yl]acetyl}piperidin-4-yl)-1,3-thiazole-4-carbaldehyde (200 mg) is added. The mixture is stirred at 0° C. for another 30 min and then slowly warmed to room temperature. After a further 20 mi... The reactants are O(C1=CC=CC=C1)C1=CC=C(CN)C=C1 (4-phenoxybenzylamine), COC(COC1=CC=C(C=C1)CN)=O (methyl[4-(aminomethyl)phenoxy]acetate), acetate salt, ClCC=1N=C(SC1)C1=CC=C(C(=O)Cl)C=C1 (4-[4-(chloromethyl)-1,3-thiazol-2-yl]benzoyl chloride), O(C1=CC=CC=C1)CC(=O)Cl (phenoxyacetyl chloride). Product: O(C1=CC=CC=C1)CC(=O)N(CC=1N=C(SC1)C1=CC=C(C=C1)C(=O)NCC1=CC=C(C=C1)OC1=CC=CC=C1)CC1=CC=C(OCC(=O)O)C=C1 ({4-[((phenoxyacetyl){[2-(4-{[(4-phenoxybenzyl)amino]carbonyl}phenyl)-1,3-thiazol-4-yl]methyl}amino)methyl]phenoxy}acetic acid). RXN SMILES: [O:1]([C:8]1[CH:15]=[CH:14][C:11]([CH2:12][NH2:13])=[CH:10][CH:9]=1)[C:2]1[CH:7]=[CH:6][CH:5]=[CH:4][CH:3]=1.Cl[CH2:17][C:18]1[N:19]=[C:20]([C:23]2[CH:31]=[CH:30][C:26]([C:27](Cl)=[O:28])=[CH:25][CH:24]=2)[S:21][CH:22]=1.[O:32]([CH2:39][C:40](Cl)=[O:41])[C:33]1[CH:38]=[CH:37][CH:36]=[CH:35][CH:34]=1.C[O:44][C:45](=[O:56])[CH2:46][O:47][C:48]1[CH:53]=[CH:52][C:51]([CH2:54][NH2:55])=[CH:50][CH:49]=1>>[O:32]([CH2:39][C:40]([N:55]([CH2:54][C:51]1[CH:52]=[CH:53][C:48]([O:47][CH2:46][C:45]([OH:56])=[O:44])=[CH:49][CH:50]=1)[CH2:17][C:18]1[N:19]=[C:20]([C:23]2[CH:31]=[CH:30][C:26]([C:27]([NH:13][CH2:12][C:11]3[CH:10]=[CH:9][C:8]([O:1][C:2]4[CH:3]=[CH:4][CH:5]=[CH:6][CH:7]=4)=[CH:15][CH:14]=3)=[O:28])=[CH:25][CH:24]=2)[S:21][CH:22]=1)=[O:41])[C:33]1[CH:38]=[CH:37][CH:36]=[CH:35][CH:34]=1. Procedure details: The title compound was prepared following the procedure A using 4-phenoxybenzylamine, 4-[4-(chloromethyl)-1,3-thiazol-2-yl]benzoyl chloride, phenoxyacetyl chloride and methyl[4-(aminomethyl)phenoxy]acetate, acetate salt. M+(ESI): 714 The reactants are C1CCOC1, COC(=O)c1ccc(N=[N+]=[N-])c(I)c1, Cl, [Li+], [OH-]. The product is [N-]=[N+]=Nc1ccc(C(=O)O)cc1I. RXN SMILES: [CH2:18]1[O:19][CH2:20][CH2:21][CH2:22]1.[CH3:1][O:2][C:3]([c:4]1[cH:5][c:6]([I:13])[c:7]([N:10]=[N+:11]=[N-:12])[cH:8][cH:9]1)=[O:14].[ClH:17].[Li+:16].[OH-:15]>>[O:2]=[C:3]([c:4]1[cH:5][c:6]([I:13])[c:7]([N:10]=[N+:11]=[N-:12])[cH:8][cH:9]1)[OH:14]. The reactants are ClC1=C(C=C(C(=C1)F)I)OC (2-chloro-4-fluoro-5-iodo-anisole), B(OC)(OC)OC (trimethyl borate), Cl (hydrogen chloride), compound, C(CCC)[Li] (n-butyl lithium). Run in CCCCCC (hexane), C(C)OCC (diethyl ether), C(C)OCC (diethyl ether). Conditions: time 0.5 hour. Product: ClC1=CC(=C(C=C1OC)B(O)O)F (4-chloro-2-fluoro-5-methoxyphenylboronic acid). As a reaction SMILES: [Cl:1][C:2]1[CH:7]=[C:6]([F:8])[C:5](I)=[CH:4][C:3]=1[O:10][CH3:11].C([Li])CCC.[B:17](OC)([O:20]C)[O:18]C.Cl>C(OCC)C.CCCCCC>[Cl:1][C:2]1[C:3]([O:10][CH3:11])=[CH:4][C:5]([B:17]([OH:20])[OH:18])=[C:6]([F:8])[CH:7]=1. Procedure details: To 2.0 g (7.0 mmol) of 2-chloro-4-fluoro-5-iodo-anisole (made from the compound of Example 11, Step A by methylation) stirring in 30 ml of diethyl ether at −78° C., 4.8 ml (7.7 mmol) of 1.6M n-butyl lithium was added dropwise (keeping the temperature below −69° C.). After stirring 0.5 h, 0.91 ml (8.0 mmol) of trimethyl borate in 15 ml of diethyl ether was added dropwise and the reaction mixture stirred 3 h before allowing to warm to room temperature. Slowly, 1N aqueous hydrogen chloride was adde... The reactants are COc1cc(B2OC(C)(C)C(C)(C)O2)ccc1NC(=O)OC(C)(C)C, COCCOC, Clc1ncnc2c1c(I)cn2C1CCCC1, [Na+], [Na+], O=C([O-])[O-], O. The product is COc1cc(-c2cn(C3CCCC3)c3ncnc(Cl)c23)ccc1NC(=O)OC(C)(C)C. As a reaction SMILES: [CH3:2][O:3][c:4]1[c:5]([NH:19][C:20]([O:21][C:22]([CH3:23])([CH3:24])[CH3:25])=[O:26])[cH:6][cH:7][c:8]([B:10]2[O:11][C:12]([CH3:13])([CH3:14])[C:15]([CH3:16])([CH3:17])[O:18]2)[cH:9]1.[CH3:49][O:50][CH2:51][CH2:52][O:53][CH3:54].[Cl:27][c:28]1[c:29]2[c:30]([n:31][cH:32][n:33]1)[n:34]([CH:38]1[CH2:39][CH2:40][CH2:41][CH2:42]1)[cH:35][c:36]2[I:37].[Na+:43].[Na+:44].[O-:45][C:46](=[O:47])[O-:48].[OH2:1]>>[CH3:2][O:3][c:4]1[c:5]([NH:19][C:20]([O:21][C:22]([CH3:23])([CH3:24])[CH3:25])=[O:26])[cH:6][cH:7][c:8](-[c:36]2[c:29]3[c:28]([Cl:27])[n:33][cH:32][n:31][c:30]3[n:34]([CH:38]3[CH2:39][CH2:40][CH2:41][CH2:42]3)[cH:35]2)[cH:9]1.